Dataset: the Open Reaction Database (ORD), a public repository of structured organic reaction records. Task: describe an organic reaction: reactants, conditions, products, and yield Reactants: C(C)OCCBr (2-Bromoethyl ethyl ether), O1C(=NC2=C1C=CC=C2)SCCN2CCN(CC2)CC(=O)NC2=C(C(=CC=C2C(C)C)O)C(C)C (2-[4-[2-(benzoxazol-2ylthio)ethyl]piperazin-1-yl]-N-(2,6-diisopropyl-3-hydroxyphenyl)acetamide). Reagents/catalysts: [F-].[K+] (potassium fluoride). Run in C(C)#N (acetonitrile). Reaction conditions: time 41 hour. The product is O1C(=NC2=C1C=CC=C2)SCCN2CCN(CC2)CC(=O)NC2=C(C(=CC=C2C(C)C)OCCOCC)C(C)C (2-[4-[2-(benzoxazol-2-ylthio)ethyl]piperazin-1-yl]-N-[2,6-diisopropyl-3-(2-ethoxyethyloxy)phenyl)acetamide). The yield is 70.0%. As a reaction SMILES: [CH2:1]([O:3][CH2:4][CH2:5]Br)[CH3:2].[O:7]1[C:11]2[CH:12]=[CH:13][CH:14]=[CH:15][C:10]=2[N:9]=[C:8]1[S:16][CH2:17][CH2:18][N:19]1[CH2:24][CH2:23][N:22]([CH2:25][C:26]([NH:28][C:29]2[C:34]([CH:35]([CH3:37])[CH3:36])=[CH:33][CH:32]=[C:31]([OH:38])[C:30]=2[CH:39]([CH3:41])[CH3:40])=[O:27])[CH2:21][CH2:20]1>[F-].[K+].C(#N)C>[O:7]1[C:11]2[CH:12]=[CH:13][CH:14]=[CH:15][C:10]=2[N:9]=[C:8]1[S:16][CH2:17][CH2:18][N:19]1[CH2:24][CH2:23][N:22]([CH2:25][C:26]([NH:28][C:29]2[C:34]([CH:35]([CH3:36])[CH3:37])=[CH:33][CH:32]=[C:31]([O:38][CH2:2][CH2:1][O:3][CH2:4][CH3:5])[C:30]=2[CH:39]([CH3:41])[CH3:40])=[O:27])[CH2:21][CH2:20]1 |f:2.3|. Procedure: 2-Bromoethyl ethyl ether (2 ml) and potassium fluoride catalyst carried on alumina (40 wt %, 225 mg, 1.51 mmol) were added to a solution of 2-[4-[2-(benzoxazol-2ylthio)ethyl]piperazin-1-yl]-N-(2,6-diisopropyl-3-hydroxyphenyl)acetamide (150 mg, 0.30 mmol) in acetonitrile (3 ml) followed by stirring for 41 hours. The catalyst was filtered off and the filtrate was diluted with water and extracted with ethyl acetate. The organic layer was washed with a sodium chloride solution and dried over anhydro... RXN SMILES: [Br:1][c:2]1[c:3]([CH3:21])[c:4]2[c:5]([n:6][c:7]([S:10]([CH3:11])=[O:12])[n:8][cH:9]2)[n:13]([CH:16]2[CH2:17][CH2:18][CH2:19][CH2:20]2)[c:14]1=[O:15].[CH3:22][O:23][CH2:24][CH2:25][N:26]([c:27]1[cH:28][cH:29][c:30]([NH2:33])[n:31][cH:32]1)[CH2:34][CH2:35][O:36][CH3:37].[CH3:38][c:39]1[cH:40][cH:41][cH:42][cH:43][cH:44]1>>[Br:1][c:2]1[c:3]([CH3:21])[c:4]2[c:5]([n:6][c:7]([NH:33][c:30]3[cH:29][cH:28][c:27]([N:26]([CH2:25][CH2:24][O:23][CH3:22])[CH2:34][CH2:35][O:36][CH3:37])[cH:32][n:31]3)[n:8][cH:9]2)[n:13]([CH:16]2[CH2:17][CH2:18][CH2:19][CH2:20]2)[c:14]1=[O:15]. The reactants are Cc1c(Br)c(=O)n(C2CCCC2)c2nc(S(C)=O)ncc12, COCCN(CCOC)c1ccc(N)nc1, Cc1ccccc1. Product: COCCN(CCOC)c1ccc(Nc2ncc3c(C)c(Br)c(=O)n(C4CCCC4)c3n2)nc1. As a reaction SMILES: [CH2:1]([O:3][C:4](=[O:28])[C:5]1[C:10](OCC)=[CH:9][C:8]([CH2:14][C:15]([C:23]#N)=[CH:16][N:17]2CCOCC2)=[CH:7][C:6]=1OCC)[CH3:2].[C:29](=[O:32])(O)O.[NH2:33][C:34]([NH2:36])=[NH:35].[CH3:37][CH2:38][O-:39].[Na+].[CH3:41]S(C)=O>>[CH2:1]([O:3][C:4]([C:5]1[CH:6]=[C:7]([O:39][CH2:38][CH3:37])[C:8]([CH2:14][C:15]2[C:16]([NH2:17])=[N:35][C:34]([NH2:36])=[N:33][CH:23]=2)=[C:9]([O:32][CH2:29][CH3:41])[CH:10]=1)=[O:28])[CH3:2] |f:1.2,3.4|. Reactants: C(C)OC(C1=C(C=C(C=C1OCC)CC(=CN1CCOCC1)C#N)OCC)=O (4-(2-cyano-3-morpholinoallyl)-2,6-diethoxy-benzoic acid ethyl ester), CS(=O)C (dimethylsulfoxide), C(O)(O)=O.NC(=N)N (guanidine carbonate), CC[O-].[Na+] (sodium ethylate). Procedure: A mixture of 1.94 g. of 4-(2-cyano-3-morpholinoallyl)-2,6-diethoxy-benzoic acid ethyl ester, 3.6 g. of guanidine carbonate and 1.36 g. of sodium ethylate in 20 ml. of absolute dimethylsulfoxide are stirred for 20 hours at 120°. After the addition of 200 ml. of water, the mixture is extracted with two 200 ml. portions of ethyl acetate. The ethyl acetate phase is washed twice with 50 ml. of water, dried over magnesium sulfate and evaporated under vacuum. The residue is chromatographed with ethyl a... Yields the product C(C)OC(=O)C1=CC(=C(C(=C1)OCC)CC=1C(=NC(=NC1)N)N)OCC (α-(2,4-diamino-5-pyrimidinyl)-2,6-diethoxy-p-toluic acid ethyl ester). The reactants are CC(C)(C)ONC(=O)C1(C)COCCC1NS(=O)(=O)c1ccc(O)cc1, O=C([O-])[O-], CCOC(C)=O, Cc1cc(CCl)c2ccccc2n1, [Cs+], [Cs+], CN(C)C=O. Yields the product Cc1cc(COc2ccc(S(=O)(=O)NC3CCOCC3(C)C(=O)NOC(C)(C)C)cc2)c2ccccc2n1. RXN SMILES: [C:1]([CH3:2])([CH3:3])([CH3:4])[O:5][NH:6][C:7](=[O:8])[C:9]1([CH3:26])[CH2:10][O:11][CH2:12][CH2:13][CH:14]1[NH:15][S:16](=[O:17])(=[O:18])[c:19]1[cH:20][cH:21][c:22]([OH:25])[cH:23][cH:24]1.[C:27](=[O:28])([O-:29])[O-:30].[CH3:51][CH2:52][O:53][C:54](=[O:55])[CH3:56].[Cl:33][CH2:34][c:35]1[cH:36][c:37]([CH3:45])[n:38][c:39]2[cH:40][cH:41][cH:42][cH:43][c:44]12.[Cs+:31].[Cs+:32].[O:46]=[CH:47][N:48]([CH3:49])[CH3:50]>>[C:1]([CH3:2])([CH3:3])([CH3:4])[O:5][NH:6][C:7](=[O:8])[C:9]1([CH3:26])[CH2:10][O:11][CH2:12][CH2:13][CH:14]1[NH:15][S:16](=[O:17])(=[O:18])[c:19]1[cH:20][cH:21][c:22]([O:25][CH2:34][c:35]2[cH:36][c:37]([CH3:45])[n:38][c:39]3[cH:40][cH:41][cH:42][cH:43][c:44]23)[cH:23][cH:24]1. The reactants are C(C)(C)OC(C)C (isopropyl ether), O1C2CC3=CC=CC=C3CC21 (2,3-epoxy-1,2,3,4-tetrahydronaphthalene), C1(=CC=CC=C1)N1CCNCC1 (N-phenylpiperazine), C(C)(C)O (isopropanol). Solvent: C=1(C(=CC=CC1)C)C (xylene). The product is C1(=CC=CC=C1)N1CCN(CC1)[C@H]1[C@@H](CC2=CC=CC=C2C1)O (trans-1,2,3,4-Tetrahydro-3-(4-phenyl-1-piperazinyl)-2-naphthalenol). The yield is 64.3%. RXN SMILES: [O:1]1[CH:11]2[CH:2]1[CH2:3][C:4]1[C:9]([CH2:10]2)=[CH:8][CH:7]=[CH:6][CH:5]=1.[C:12]1([N:18]2[CH2:23][CH2:22][NH:21][CH2:20][CH2:19]2)[CH:17]=[CH:16][CH:15]=[CH:14][CH:13]=1.C(O)(C)C.C(OC(C)C)(C)C>C1(C)C(C)=CC=CC=1>[C:12]1([N:18]2[CH2:23][CH2:22][N:21]([C@@H:2]3[CH2:3][C:4]4[C:9](=[CH:8][CH:7]=[CH:6][CH:5]=4)[CH2:10][C@H:11]3[OH:1])[CH2:20][CH2:19]2)[CH:17]=[CH:16][CH:15]=[CH:14][CH:13]=1. Procedure: A solution of 7.30 g of 2,3-epoxy-1,2,3,4-tetrahydronaphthalene, 8.91 g of N-phenylpiperazine, and 19 ml of isopropanol in 50 ml of xylene is refluxed for five days. The xylene is removed in vacuo leaving a solid residue, which yields 9.9 g of crude material on trituration with isopropyl ether. Two recrystallizations from ethyl acetate yield 6.5 g of the title compound, melting point 152°-154° C.